This data is from the Open Reaction Database (ORD), a public repository of structured organic reaction records. The task is: describe an organic reaction: reactants, conditions, products, and yield Reactants: C(C)(=O)NN=C(C1=CC=C(C=C1)Cl)C1=CC=C(C=C1)OS(=O)(=O)C(F)(F)F (4-chloro-4'-trifluoromethylsulfonyloxybenzophenone-N-acetylhydrazone), [H-].[Na+] (sodium hydride), [H-].[Na+] (sodium hydride), [H][H] (hydrogen), ClC(C)(C)N(CCC(=O)OCC)SN(CCC(=O)OCC)C(C)(C)Cl (chloro-{N-(2-ethoxycarbonylethyl)-N-isopropylamino}sulfide), ice water. The solvent is O1CCCC1 (tetrahydrofuran). Run at time 15 minute. Product: C(C)(=O)N(N=C(C1=CC=C(C=C1)Cl)C1=CC=C(C=C1)OS(=O)(=O)C(F)(F)F)SN(C(C)C)CCC(=O)OCC (4-chloro-4'-trifluoromethylsulfonyloxybenzophenone -N-ac etyl -N- {N '-(2-ethoxycarbonylethyl)-N'-isopropylaminosulfenyl}hydrazone). Yield: 45.6%. As a reaction SMILES: [C:1]([NH:4][N:5]=[C:6]([C:14]1[CH:19]=[CH:18][C:17]([O:20][S:21]([C:24]([F:27])([F:26])[F:25])(=[O:23])=[O:22])=[CH:16][CH:15]=1)[C:7]1[CH:12]=[CH:11][C:10]([Cl:13])=[CH:9][CH:8]=1)(=[O:3])[CH3:2].[H-].[Na+].[H][H].Cl[C:33]([N:36]([S:44]N(C(Cl)(C)C)CCC(OCC)=O)[CH2:37][CH2:38][C:39]([O:41][CH2:42][CH3:43])=[O:40])([CH3:35])[CH3:34]>O1CCCC1>[C:1]([N:4]([S:44][N:36]([CH2:37][CH2:38][C:39]([O:41][CH2:42][CH3:43])=[O:40])[CH:33]([CH3:34])[CH3:35])[N:5]=[C:6]([C:14]1[CH:19]=[CH:18][C:17]([O:20][S:21]([C:24]([F:25])([F:27])[F:26])(=[O:23])=[O:22])=[CH:16][CH:15]=1)[C:7]1[CH:12]=[CH:11][C:10]([Cl:13])=[CH:9][CH:8]=1)(=[O:3])[CH3:2] |f:1.2|. Procedure: A solution of 4-chloro-4'-trifluoromethylsulfonyloxybenzophenone-N-acetylhydrazone (0.5 g) in tetrahydrofuran (6 ml) was stirred at room temperature under a nitrogen atmosphere, during which an oily mixture (50 mg) of sodium hydride containing 60% (w/w) sodium hydride was added to the solution at a time. After stirring at room temperature for 15 minutes and finding no evolution of hydrogen gas, the mixture was cooled to -78° C., and chloro-{N-(2-ethoxycarbonylethyl)-N-isopropylamino}sulfide (0.3... Starting materials: FCC1(CF)C=C(Br)c2cc(C(F)(F)F)ccc2O1, [Li]CCCC, COC(=S)OC, COC(C)(C)C, [Cl-], [NH4+]. The product is COC(=S)C1=CC(CF)(CF)Oc2ccc(C(F)(F)F)cc21. RXN SMILES: [Br:1][C:2]1=[CH:3][C:4]([CH2:16][F:17])([CH2:18][F:19])[O:5][c:6]2[c:7]1[cH:8][c:9]([C:12]([F:13])([F:14])[F:15])[cH:10][cH:11]2.[CH2:20]([Li:21])[CH2:22][CH2:23][CH3:24].[CH3:25][O:26][C:27]([O:28][CH3:29])=[S:30].[CH3:33][O:34][C:35]([CH3:36])([CH3:37])[CH3:38].[Cl-:31].[NH4+:32]>>[C:2]1([C:27]([O:26][CH3:25])=[S:30])=[CH:3][C:4]([CH2:16][F:17])([CH2:18][F:19])[O:5][c:6]2[c:7]1[cH:8][c:9]([C:12]([F:13])([F:14])[F:15])[cH:10][cH:11]2. Starting materials: C1CCC2=NCCCN2CC1, COc1cc(CN)cc(OC)c1OC, O=C(Nc1cccc2cnccc12)C(Cl)(Cl)Cl. Yields the product COc1cc(CNC(=O)Nc2cccc3cnccc23)cc(OC)c1OC. RXN SMILES: [CH2:32]1[CH2:33][CH2:34][C:35]2=[N:40][CH2:39][CH2:38][CH2:37][N:36]2[CH2:41][CH2:42]1.[CH3:1][O:2][c:3]1[cH:4][c:5]([CH2:6][NH2:7])[cH:8][c:9]([O:13][CH3:14])[c:10]1[O:11][CH3:12].[Cl:15][C:16]([C:17](=[O:18])[NH:19][c:20]1[c:21]2[cH:22][cH:23][n:24][cH:25][c:26]2[cH:27][cH:28][cH:29]1)([Cl:30])[Cl:31]>>[CH3:1][O:2][c:3]1[cH:4][c:5]([CH2:6][NH:7][C:17](=[O:18])[NH:19][c:20]2[c:21]3[cH:22][cH:23][n:24][cH:25][c:26]3[cH:27][cH:28][cH:29]2)[cH:8][c:9]([O:13][CH3:14])[c:10]1[O:11][CH3:12]. Starting materials: C(#N)C1=CC=C(CN2C=NC=C2CCC(=O)OC)C=C1 (methyl 3-[1-(4-cyanobenzyl)-5-imidazolyl]propionate), O.[OH-].[Li+] (lithium hydroxide monohydrate), solution, Cl.CCOCC (HCl ether). Run in C1CCOC1 (THF), O (water). Conditions: temperature 0 celsius, time 2 hour. The product is Cl.C(#N)C1=CC=C(CN2C=NC=C2CCC(=O)O)C=C1 (3-[1-(4-cyanobenzyl)-5-imidazolyl]propionic acid hydrochloride). RXN SMILES: [C:1]([C:3]1[CH:20]=[CH:19][C:6]([CH2:7][N:8]2[C:12]([CH2:13][CH2:14][C:15]([O:17]C)=[O:16])=[CH:11][N:10]=[CH:9]2)=[CH:5][CH:4]=1)#[N:2].O.[OH-].[Li+].[ClH:24].CCOCC>C1COCC1.O>[ClH:24].[C:1]([C:3]1[CH:20]=[CH:19][C:6]([CH2:7][N:8]2[C:12]([CH2:13][CH2:14][C:15]([OH:17])=[O:16])=[CH:11][N:10]=[CH:9]2)=[CH:5][CH:4]=1)#[N:2] |f:1.2.3,4.5,8.9|. Reported procedure: To a solution of the methyl ester 5 (1.10 g) in 10 mL of THF and 5 mL of water was added lithium hydroxide monohydrate (172 mg). After two hours, the reaction was cooled to 0° C., and a 1 M solution of HCl/ether (8.2 mL) was added. The solution was concentrated and dried in vacuo next to P2O5 to provide the product 6 as a white solid. Starting materials: CN1C(=O)C=CC2=CC(=CC=C12)O (1-methyl-6-hydroxycarbostyril), C(=O)([O-])[O-].[K+].[K+] (K2CO3), CN(C(CCCCl)=O)C1CCCCC1 (N-methyl-N(4-chlorobutyryl)cyclohexylamine). Run in CN(C)C=O (DMF). Product: CN1C(=O)C=CC2=CC(=CC=C12)OCCCC(=O)N(C)C1CCCCC1 (1-methyl-6-[3-(N-cyclohexyl-N-methylaminocarbonyl)-propoxy]carbostyril). As a reaction SMILES: [CH3:1][N:2]1[C:12]2[C:7](=[CH:8][C:9]([OH:13])=[CH:10][CH:11]=2)[CH:6]=[CH:5][C:3]1=[O:4].C([O-])([O-])=O.[K+].[K+].[CH3:20][N:21]([CH:28]1[CH2:33][CH2:32][CH2:31][CH2:30][CH2:29]1)[C:22](=[O:27])[CH2:23][CH2:24][CH2:25]Cl>CN(C=O)C>[CH3:1][N:2]1[C:12]2[C:7](=[CH:8][C:9]([O:13][CH2:25][CH2:24][CH2:23][C:22]([N:21]([CH:28]3[CH2:29][CH2:30][CH2:31][CH2:32][CH2:33]3)[CH3:20])=[O:27])=[CH:10][CH:11]=2)[CH:6]=[CH:5][C:3]1=[O:4] |f:1.2.3|. Reported procedure: 1.75 Grams of 1-methyl-6-hydroxycarbostyril, 1.8 g of K2CO3 and 0.5 g of KI are added to 50 ml of DMF, and then 2.8 g of N-methyl-N(4-chlorobutyryl)cyclohexylamine is added gradually dropwise to this solution at 60° to 70° C. under agitation, followed by additional 4-hour agitation at the same temperature and removal of the solvent by distillation. The residue is dissolved in 200 ml of chloroform, washed with diluted hydrochloric acid, a 1% aqueous NaOH solution and water and then dried with anh... The solvent is C(C)(=O)O (acetic acid). Yields the product ClC=1C=C(C=CC1)C=C[N+](=O)[O-] (2-(3-Chlorophenyl)-1-nitroethene). Starting materials: [OH-].[K+] (potassium hydroxide), ClC=1C=C(C=O)C=CC1 (3-chlorobenzaldehyde), C(C)(=O)[O-].[NH4+] (ammonium acetate), [N+](=O)([O-])C (nitromethane). Reported procedure: A mixture of 28.11 g (200 mmol) of 3-chlorobenzaldehyde, 15.4 g of ammonium acetate and 32.5 mL of nitromethane in 230 mL of glacial acetic acid was heated at reflux temperature for 3 h and then poured onto ice. The resultant aqueous mixture was made basic by the addition of 45% aqueous potassium hydroxide. The precipitate was filtered and crystallized from ethyl acetate/hexane to give 5 g of the title compound. The filtrate was concentrated to afford an additional 13.5 g of product. Reaction SMILES: [Cl:1][C:2]1[CH:3]=[C:4]([CH:7]=[CH:8][CH:9]=1)[CH:5]=O.C([O-])(=O)C.[NH4+].[N+:15]([CH3:18])([O-:17])=[O:16].[OH-].[K+]>C(O)(=O)C>[Cl:1][C:2]1[CH:3]=[C:4]([CH:5]=[CH:18][N+:15]([O-:17])=[O:16])[CH:7]=[CH:8][CH:9]=1 |f:1.2,4.5|.